From a dataset of the Open Reaction Database (ORD), a public repository of structured organic reaction records. describe an organic reaction: reactants, conditions, products, and yield Starting materials: Cc1c(Br)c2c(N)ncnn2c1CN1CCOCC1, CC1(C)OB(c2ccc(NC(=O)Nc3cc(C(F)(F)F)ccc3Cl)cc2)OC1(C)C, CC1(C)OB(c2ccc(NC(=O)Nc3cc(C(F)(F)F)ccc3F)cc2)OC1(C)C. Product: Cc1c(-c2ccc(NC(=O)Nc3cc(C(F)(F)F)ccc3Cl)cc2)c2c(N)ncnn2c1CN1CCOCC1. RXN SMILES: [Br:1][c:2]1[c:3]([CH3:19])[c:4]([CH2:12][N:13]2[CH2:14][CH2:15][O:16][CH2:17][CH2:18]2)[n:5]2[n:6][cH:7][n:8][c:9]([NH2:11])[c:10]12.[Cl:20][c:21]1[c:22]([NH:31][C:32](=[O:33])[NH:34][c:35]2[cH:36][cH:37][c:38]([B:41]3[O:42][C:43]([CH3:44])([CH3:45])[C:46]([CH3:47])([CH3:48])[O:49]3)[cH:39][cH:40]2)[cH:23][c:24]([C:27]([F:28])([F:29])[F:30])[cH:25][cH:26]1.[F:50][c:51]1[cH:52][cH:53][c:54]([C:55]([F:56])([F:57])[F:58])[cH:59][c:60]1[NH:61][C:62]([NH:63][c:64]1[cH:65][cH:66][c:67]([B:68]2[O:69][C:70]([CH3:71])([CH3:72])[C:73]([CH3:74])([CH3:75])[O:76]2)[cH:77][cH:78]1)=[O:79]>>[c:2]1(-[c:38]2[cH:37][cH:36][c:35]([NH:34][C:32]([NH:31][c:22]3[c:21]([Cl:20])[cH:26][cH:25][c:24]([C:27]([F:28])([F:29])[F:30])[cH:23]3)=[O:33])[cH:40][cH:39]2)[c:3]([CH3:19])[c:4]([CH2:12][N:13]2[CH2:14][CH2:15][O:16][CH2:17][CH2:18]2)[n:5]2[n:6][cH:7][n:8][c:9]([NH2:11])[c:10]12.